Dataset: the Open Reaction Database (ORD), a public repository of structured organic reaction records. Task: describe an organic reaction: reactants, conditions, products, and yield Reactants: CC(C1=CC=CC=C1)N (α-methylbenzylamine), COC(CBr)OC (bromoacetaldehyde dimethylacetal), C([O-])([O-])=O.[K+].[K+] (potassium carbonate), C(C)(=O)OCC (ethyl acetate). The solvent is C(C)#N (acetonitrile). Product: COC(CNC(C)C1=CC=CC=C1)OC (N-(2,2-Dimethoxyethyl)-(1-phenyl)ethylamine). Isolated yield 69.9%. As a reaction SMILES: [CH3:1][CH:2]([NH2:9])[C:3]1[CH:8]=[CH:7][CH:6]=[CH:5][CH:4]=1.[CH3:10][O:11][CH:12]([O:15][CH3:16])[CH2:13]Br.C(=O)([O-])[O-].[K+].[K+].C(OCC)(=O)C>C(#N)C>[CH3:10][O:11][CH:12]([O:15][CH3:16])[CH2:13][NH:9][CH:2]([C:3]1[CH:8]=[CH:7][CH:6]=[CH:5][CH:4]=1)[CH3:1] |f:2.3.4|. Procedure: A solution of α-methylbenzylamine (8.37 g, 0.069 mol) and bromoacetaldehyde dimethylacetal (11.67 g, 0.069 mol) in acetonitrile (150 ml) containing potassium carbonate (12.39 g, 0.09 mol) was heated at reflux for 2 days then cooled. The resulting precipitate was filtered off and the filtrate was concentrated in vacuo to give the crude product as an oil. Chromatography on silica gel eluting with ethyl acetate afforded the title compound as an oil (10.1 g). 1H NMR (400 MHz, CDCl3) δ(ppm): 7.31 (m,... Run at time 2 hour. Product: C(C#C)OCCOCCOC1=CC=C(N)C=C1 (4-(2-(2-(prop-2-ynyloxy)ethoxy)ethoxy)aniline). Procedure details: To tert-butyl 4-(2-(2-(prop-2-ynyloxy)ethoxy)ethoxy)phenylcarbamate (I-7a: 1.91 g, 5.69 mmol) in CH2Cl2 (14.24 mL) was added 4N HCl in dioxane (14.24 mL, 56.9 mmol). The mixture was stirred at room temperature for 2 hours, concentrated in vacuo, followed by the addition of aqueous saturated sodium bicarbonate. The mixture was then extracted twice with ethyl acetate, dried over MgSO4, filtered, and concentrated in vacuo. 4-(2-(2-(prop-2-ynyloxy)ethoxy)ethoxy)aniline (I-7b) was used as is for next... As a reaction SMILES: [CH2:1]([O:4][CH2:5][CH2:6][O:7][CH2:8][CH2:9][O:10][C:11]1[CH:16]=[CH:15][C:14]([NH:17]C(=O)OC(C)(C)C)=[CH:13][CH:12]=1)[C:2]#[CH:3].Cl.O1CCOCC1>C(Cl)Cl>[CH2:1]([O:4][CH2:5][CH2:6][O:7][CH2:8][CH2:9][O:10][C:11]1[CH:16]=[CH:15][C:14]([NH2:17])=[CH:13][CH:12]=1)[C:2]#[CH:3]. Reactants: C(C#C)OCCOCCOC1=CC=C(C=C1)NC(OC(C)(C)C)=O (tert-butyl 4-(2-(2-(prop-2-ynyloxy)ethoxy)ethoxy)phenylcarbamate), Cl (HCl), O1CCOCC1 (dioxane). Run in C(Cl)Cl (CH2Cl2). Reactants: CCOc1cc(N2CCC(CCS(C)(=O)=O)CC2)c(CC)cc1N, CO, CCOc1ccc(-c2nc3ccccn3c2-c2ccnc(Cl)n2)cc1C(=O)Nc1c(F)cccc1F, Cl, N, C1COCCO1. Yields the product CCOc1cc(N2CCC(CCS(C)(=O)=O)CC2)c(CC)cc1Nc1nccc(-c2c(-c3ccc(OCC)c(C(=O)Nc4c(F)cccc4F)c3)nc3ccccn23)n1. RXN SMILES: [CH2:37]([CH3:38])[c:39]1[c:40]([N:49]2[CH2:50][CH2:51][CH:52]([CH2:55][CH2:56][S:57](=[O:58])(=[O:59])[CH3:60])[CH2:53][CH2:54]2)[cH:41][c:42]([O:46][CH2:47][CH3:48])[c:43]([NH2:44])[cH:45]1.[CH3:69][OH:70].[Cl:1][c:2]1[n:3][cH:4][cH:5][c:6](-[c:8]2[c:9](-[c:17]3[cH:18][cH:19][c:20]([O:34][CH2:35][CH3:36])[c:21]([C:22](=[O:23])[NH:24][c:25]4[c:26]([F:32])[cH:27][cH:28][cH:29][c:30]4[F:31])[cH:33]3)[n:10][c:11]3[n:12]2[cH:13][cH:14][cH:15][cH:16]3)[n:7]1.[ClH:61].[NH3:68].[O:62]1[CH2:63][CH2:64][O:65][CH2:66][CH2:67]1>>[c:2]1([NH:44][c:43]2[c:42]([O:46][CH2:47][CH3:48])[cH:41][c:40]([N:49]3[CH2:50][CH2:51][CH:52]([CH2:55][CH2:56][S:57](=[O:58])(=[O:59])[CH3:60])[CH2:53][CH2:54]3)[c:39]([CH2:37][CH3:38])[cH:45]2)[n:3][cH:4][cH:5][c:6](-[c:8]2[c:9](-[c:17]3[cH:18][cH:19][c:20]([O:34][CH2:35][CH3:36])[c:21]([C:22](=[O:23])[NH:24][c:25]4[c:26]([F:32])[cH:27][cH:28][cH:29][c:30]4[F:31])[cH:33]3)[n:10][c:11]3[n:12]2[cH:13][cH:14][cH:15][cH:16]3)[n:7]1. Starting materials: CCCC[O-], CS(C)=O, CS(C)(=O)=O, O=C(O)C(F)(F)F, [K], COC(=O)c1ccc2c(ccn2CCC(C)(C)N)c1. Product: CC(C)(N)CCn1ccc2cc(C(=O)CS(C)(=O)=O)ccc21. As a reaction SMILES: [CH3:2][CH2:3][CH2:4][CH2:5][O-:6].[CH3:38][S:39]([CH3:40])=[O:41].[CH3:7][S:8](=[O:9])(=[O:10])[CH3:11].[F:31][C:32]([F:33])([F:34])[C:35]([OH:36])=[O:37].[K:1].[NH2:12][C:13]([CH2:14][CH2:15][n:16]1[cH:17][cH:18][c:19]2[cH:20][c:21]([C:25](=[O:26])[O:27][CH3:28])[cH:22][cH:23][c:24]12)([CH3:29])[CH3:30]>>[CH2:7]([S:8](=[O:9])(=[O:10])[CH3:11])[C:25]([c:21]1[cH:20][c:19]2[cH:18][cH:17][n:16]([CH2:15][CH2:14][C:13]([NH2:12])([CH3:29])[CH3:30])[c:24]2[cH:23][cH:22]1)=[O:26]. The reactants are [Br-], C1CCOC1, COc1cc([N+](=O)[O-])c([Sn](C)(C)C)cc1OCc1ccccc1, COc1cc2ccc(OS(=O)(=O)C(F)(F)F)cc2cc1OC, c1ccc(P(c2ccccc2)(c2ccccc2)[Pd](P(c2ccccc2)(c2ccccc2)c2ccccc2)(P(c2ccccc2)(c2ccccc2)c2ccccc2)P(c2ccccc2)(c2ccccc2)c2ccccc2)cc1. Product: COc1cc2ccc(-c3cc(OCc4ccccc4)c(OC)cc3[N+](=O)[O-])cc2cc1OC. Reaction SMILES: [Br-:1].[CH2:47]1[O:48][CH2:49][CH2:50][CH2:51]1.[CH3:24][Sn:25]([c:26]1[cH:27][c:28]([O:37][CH2:38][c:39]2[cH:40][cH:41][cH:42][cH:43][cH:44]2)[c:29]([O:35][CH3:36])[cH:30][c:31]1[N+:32](=[O:33])[O-:34])([CH3:45])[CH3:46].[CH3:2][O:3][c:4]1[cH:5][c:6]2[cH:7][cH:8][c:9]([O:16][S:17]([C:18]([F:19])([F:20])[F:21])(=[O:22])=[O:23])[cH:10][c:11]2[cH:12][c:13]1[O:14][CH3:15].[cH:52]1[cH:53][cH:54][c:55]([P:56]([Pd:57]([P:58]([c:59]2[cH:60][cH:61][cH:62][cH:63][cH:64]2)([c:65]2[cH:66][cH:67][cH:68][cH:69][cH:70]2)[c:71]2[cH:72][cH:73][cH:74][cH:75][cH:76]2)([P:77]([c:78]2[cH:79][cH:80][cH:81][cH:82][cH:83]2)([c:84]2[cH:85][cH:86][cH:87][cH:88][cH:89]2)[c:90]2[cH:91][cH:92][cH:93][cH:94][cH:95]2)[P:96]([c:97]2[cH:98][cH:99][cH:100][cH:101][cH:102]2)([c:103]2[cH:104][cH:105][cH:106][cH:107][cH:108]2)[c:109]2[cH:110][cH:111][cH:112][cH:113][cH:114]2)([c:115]2[cH:116][cH:117][cH:118][cH:119][cH:120]2)[c:121]2[cH:122][cH:123][cH:124][cH:125][cH:126]2)[cH:127][cH:128]1>>[CH3:2][O:3][c:4]1[cH:5][c:6]2[cH:7][cH:8][c:9](-[c:26]3[cH:27][c:28]([O:37][CH2:38][c:39]4[cH:40][cH:41][cH:42][cH:43][cH:44]4)[c:29]([O:35][CH3:36])[cH:30][c:31]3[N+:32](=[O:33])[O-:34])[cH:10][c:11]2[cH:12][c:13]1[O:14][CH3:15]. The reactants are C1(CCCCC1)C1=NC=C2N1C1=CC(=CC=C1NC2=O)C(=O)N(OC)C (1-cyclohexyl-N,O-dimethyl-4-oxo-4,5-dihydroimidazo[1,5-a]quinoxaline-8-hydroxamic acid), C[Mg]Br.O1CCCC1 (methylmagnesium bromide tetrahydrofuran), O (water). The solvent is O1CCCC1 (tetrahydrofuran). Run at time 3.7 hour. Yields the product C(C)(=O)C1=CC=C2NC(C=3N(C2=C1)C(=NC3)C3CCCCC3)=O (8-Acetyl-1-cyclohexylimidazo[1,5-a]quinoxalin-4(5H)-one). RXN SMILES: [CH:1]1([C:7]2[N:11]3[C:12]4[C:17]([NH:18][C:19](=[O:20])[C:10]3=[CH:9][N:8]=2)=[CH:16][CH:15]=[C:14]([C:21](N(C)OC)=[O:22])[CH:13]=4)[CH2:6][CH2:5][CH2:4][CH2:3][CH2:2]1.[CH3:27][Mg]Br.O1CCCC1.O>O1CCCC1>[C:21]([C:14]1[CH:13]=[C:12]2[C:17]([NH:18][C:19](=[O:20])[C:10]3[N:11]2[C:7]([CH:1]2[CH2:2][CH2:3][CH2:4][CH2:5][CH2:6]2)=[N:8][CH:9]=3)=[CH:16][CH:15]=1)(=[O:22])[CH3:27] |f:1.2|. Procedure: To a suspension of 354 mg of 1-cyclohexyl-N,O-dimethyl-4-oxo-4,5-dihydroimidazo[1,5-a]quinoxaline-8-hydroxamic acid as synthesized in above Example 142 in 10 mL of tetrahydrofuran, 1.33 mL of 3M methylmagnesium bromide/tetrahydrofuran solution was added, followed by 3.7 hours' stirring under nitrogen atmosphere and addition of 30 mL of water. The organic layer extracted with ethyl acetate-tetrahydrofuran mixed solvent was washed with water, dried over magnesium sulfate and the solvent therein wa...